From a dataset of the Open Reaction Database (ORD), a public repository of structured organic reaction records. describe an organic reaction: reactants, conditions, products, and yield Reactants: C(C)(C)(C)C=1C=C(C=CC1)NC1=NC2=CC=C(C=C2N=C1)O (2-(3-tert-butyl-phenylamino)-quinoxalin-6-ol), C[Si](C)(C)[N-][Si](C)(C)C.[K+] (potassiumbis(trimethylsilyl)amide), CNC(=O)C1=NC=CC(=C1)Cl (4-chloro-pyridine-2-carboxylic acid methylamide), C([O-])([O-])=O.[K+].[K+] (potassium carbonate). Run in CN(C=O)C (dimethylformamide). Yields the product CNC(=O)C1=NC=CC(=C1)OC=1C=C2N=CC(=NC2=CC1)NC1=CC(=CC=C1)C(C)(C)C (4-[2-(3-tert-Butyl-phenylamino)-quinoxalin-6-yloxy]-pyridine-2-carboxylic Acid Methylamide). As a reaction SMILES: [C:1]([C:5]1[CH:6]=[C:7]([NH:11][C:12]2[CH:21]=[N:20][C:19]3[C:14](=[CH:15][CH:16]=[C:17]([OH:22])[CH:18]=3)[N:13]=2)[CH:8]=[CH:9][CH:10]=1)([CH3:4])([CH3:3])[CH3:2].C[Si]([N-][Si](C)(C)C)(C)C.[K+].[CH3:33][NH:34][C:35]([C:37]1[CH:42]=[C:41](Cl)[CH:40]=[CH:39][N:38]=1)=[O:36].C(=O)([O-])[O-].[K+].[K+]>CN(C)C=O>[CH3:33][NH:34][C:35]([C:37]1[CH:42]=[C:41]([O:22][C:17]2[CH:18]=[C:19]3[C:14](=[CH:15][CH:16]=2)[N:13]=[C:12]([NH:11][C:7]2[CH:8]=[CH:9][CH:10]=[C:5]([C:1]([CH3:4])([CH3:2])[CH3:3])[CH:6]=2)[CH:21]=[N:20]3)[CH:40]=[CH:39][N:38]=1)=[O:36] |f:1.2,4.5.6|. Procedure: The mixture containing 2-(3-tert-butyl-phenylamino)-quinoxalin-6-ol (1 eq), potassiumbis(trimethylsilyl)amide (4eq), was stirred in dimethylformamide for 30 min. at room temperature. To this mixture was added 4-chloro-pyridine-2-carboxylic acid methylamide (1 eq) and potassium carbonate (1.2 eq) and microwaved for 6 mins. at 170° C. The reaction mixture was then concentrated and partitioned between ethyl acetate and water. The organic layer was separated and washed with brine, dried, filtered an...